describe an organic reaction: reactants, conditions, products, and yield From a dataset of the Open Reaction Database (ORD), a public repository of structured organic reaction records. The reactants are Br, O=C([O-])[O-], CN1CCNCC1, [K+], [K+], Nc1ncc(Br)s1, CN(C)C=O. The product is CN1CCN(c2cnc(N)s2)CC1. As a reaction SMILES: [BrH:8].[C:9](=[O:10])([O-:11])[O-:12].[CH3:15][N:16]1[CH2:17][CH2:18][NH:19][CH2:20][CH2:21]1.[K+:13].[K+:14].[NH2:1][c:2]1[s:3][c:4]([Br:7])[cH:5][n:6]1.[O:22]=[CH:23][N:24]([CH3:25])[CH3:26]>>[NH2:1][c:2]1[s:3][c:4]([N:19]2[CH2:18][CH2:17][N:16]([CH3:15])[CH2:21][CH2:20]2)[cH:5][n:6]1. Reactants: Cl (HCl), COC(=O)C=1SC(=CC1C(F)(F)F)C(NCC1=C2CC(NC2=CC=C1)=O)=O (5-[(2-oxo-2,3-dihydro-1H-indol-4-ylmethyl)-carbamoyl]-3-trifluoromethyl-thiophene-2-carboxylic acid methyl ester), O.[OH-].[Li+] (lithium hydroxide monohydrate), C1CCOC1 (THF). The solvent is O (water). Reaction conditions: time 15 hour. The product is O=C1NC2=CC=CC(=C2C1)CNC(=O)C1=CC(=C(S1)C(=O)O)C(F)(F)F (5-[(2-oxo-2,3-dihydro-1H-indol-4-ylmethyl)-carbamoyl]-3-trifluoromethyl-thiophene-2-carboxylic acid). Reaction SMILES: C[O:2][C:3]([C:5]1[S:6][C:7]([C:14](=[O:27])[NH:15][CH2:16][C:17]2[CH:25]=[CH:24][CH:23]=[C:22]3[C:18]=2[CH2:19][C:20](=[O:26])[NH:21]3)=[CH:8][C:9]=1[C:10]([F:13])([F:12])[F:11])=[O:4].O.[OH-].[Li+].C1COCC1.Cl>O>[O:26]=[C:20]1[CH2:19][C:18]2[C:22](=[CH:23][CH:24]=[CH:25][C:17]=2[CH2:16][NH:15][C:14]([C:7]2[S:6][C:5]([C:3]([OH:4])=[O:2])=[C:9]([C:10]([F:13])([F:11])[F:12])[CH:8]=2)=[O:27])[NH:21]1 |f:1.2.3|. Procedure: A mixture of 5-[(2-oxo-2,3-dihydro-1H-indol-4-ylmethyl)-carbamoyl]-3-trifluoromethyl-thiophene-2-carboxylic acid methyl ester (270 mg, 0.68 mmol), lithium hydroxide monohydrate (280 mg, 6.77 mmol), THF (5 mL) and water (5 mL) was stirred 15 h, acidified with 1N HCl and extracted with EtOAc (×3). The organic extracts were combined, washed with brine, dried over sodium sulfate, filtered and evaporated to give the title compound, 260 mg (99%). MS m/e 354.9 (M+H+). Reactants: O (water), [H-].[Na+] (sodium hydride), N1C=NC=C1 (imidazole), BrCCC1=NC2=CC(=C(C=C2C(=C1C(=O)OCC)C1=CC(=C(C=C1)OC)OC)OC)OC (ethyl 2-(2-bromoethyl)-6,7-dimethoxy-4-(3,4-dimethoxyphenyl)quinoline-3-carboxylate). Solvent: CN(C=O)C (N,N-dimethylformamide). Reaction conditions: time 15 minute. Yields the product N1(C=NC=C1)CCC1=NC2=CC(=C(C=C2C(=C1C(=O)OCC)C1=CC(=C(C=C1)OC)OC)OC)OC (ethyl 2-[2-(1-imidazolyl)ethyl]-6,7-dimethoxy-4-(3,4-dimethoxyphenyl)quinoline-3-carboxylate). Isolated yield 65.8%. RXN SMILES: [H-].[Na+].[NH:3]1[CH:7]=[CH:6][N:5]=[CH:4]1.Br[CH2:9][CH2:10][C:11]1[C:20]([C:21]([O:23][CH2:24][CH3:25])=[O:22])=[C:19]([C:26]2[CH:31]=[CH:30][C:29]([O:32][CH3:33])=[C:28]([O:34][CH3:35])[CH:27]=2)[C:18]2[C:13](=[CH:14][C:15]([O:38][CH3:39])=[C:16]([O:36][CH3:37])[CH:17]=2)[N:12]=1.O>CN(C)C=O>[N:3]1([CH2:9][CH2:10][C:11]2[C:20]([C:21]([O:23][CH2:24][CH3:25])=[O:22])=[C:19]([C:26]3[CH:31]=[CH:30][C:29]([O:32][CH3:33])=[C:28]([O:34][CH3:35])[CH:27]=3)[C:18]3[C:13](=[CH:14][C:15]([O:38][CH3:39])=[C:16]([O:36][CH3:37])[CH:17]=3)[N:12]=2)[CH:7]=[CH:6][N:5]=[CH:4]1 |f:0.1|. Procedure details: Oily sodium hydride (60%, 0.044 g) was added to a solution of imidazole (0.075 g) in N,N-dimethylformamide (5 ml), and the mixture was stirred at room temperature for 15 minutes. Then ethyl 2-(2-bromoethyl)-6,7-dimethoxy-4-(3,4-dimethoxyphenyl)quinoline-3-carboxylate (0.46 g) was added. The mixture was stirred at 80° C. for 1 hour, poured into water and extracted with ethyl acetate. The ethyl acetate layer was washed with water and dried over magnesium sulfate, and the solvent was evaporated und... Starting materials: CC(C)(C)OC(=O)N1CCC(c2cccc3c2cc(C(N)=O)n3Cc2cccc(F)c2)CC1, CCO. Product: NC(=O)c1cc2c(C3CCNCC3)cccc2n1Cc1cccc(F)c1. RXN SMILES: [C:1]([O:2][C:3](=[O:4])[N:8]1[CH2:9][CH2:10][CH:11]([c:14]2[c:15]3[cH:16][c:17]([C:31]([NH2:32])=[O:33])[n:18]([CH2:23][c:24]4[cH:25][c:26]([F:30])[cH:27][cH:28][cH:29]4)[c:19]3[cH:20][cH:21][cH:22]2)[CH2:12][CH2:13]1)([CH3:5])([CH3:6])[CH3:7].[CH3:34][CH2:35][OH:36]>>[NH:8]1[CH2:9][CH2:10][CH:11]([c:14]2[c:15]3[cH:16][c:17]([C:31]([NH2:32])=[O:33])[n:18]([CH2:23][c:24]4[cH:25][c:26]([F:30])[cH:27][cH:28][cH:29]4)[c:19]3[cH:20][cH:21][cH:22]2)[CH2:12][CH2:13]1. The reactants are Cl (HCl), [Na+].[Cl-] (NaCl), C(C)OC(CC=1N=C(SC1)C1=C(C=CC=C1)O)=O (2-(2-Hydroxyphenyl)-4-thiazoleacetic Acid Ethyl Ester), [Li+].[OH-] (LiOH), resultant mixture. Solvent: CCOC(=O)C (EtOAc), C1CCOC1 (THF), CO (MeOH). The product is OC1=C(C=CC=C1)C=1SC=C(N1)CC(=O)O (2-(2-Hydroxyphenyl)-4-thiazoleacetic Acid). Isolated yield 99.1%. Reaction SMILES: C([O:3][C:4](=[O:18])[CH2:5][C:6]1[N:7]=[C:8]([C:11]2[CH:16]=[CH:15][CH:14]=[CH:13][C:12]=2[OH:17])[S:9][CH:10]=1)C.[Li+].[OH-].Cl.[Na+].[Cl-]>C1COCC1.CCOC(C)=O.CO>[OH:17][C:12]1[CH:13]=[CH:14][CH:15]=[CH:16][C:11]=1[C:8]1[S:9][CH:10]=[C:6]([CH2:5][C:4]([OH:18])=[O:3])[N:7]=1 |f:1.2,4.5|. Reported procedure: A stirred solution of 4a (824 mg, 3.13 mmol) in THF (5 mL)/MeOH (5 mL) was treated with 2N LiOH (4 mL), the resultant mixture was stirred at ambient temperature under nitrogen for 30 min. The mixture was treated with 5N HCl (2 mL), followed by adding EtOAc (50 mL) and solid NaCl to saturate the aq. layer. The organic layer was separated, washed with brine (20 mL×2), dried over MgSO4, filtered, and concentrated in vacuo to give a solid residue. After recrystallization from acetone/hexane, 5a (730... Starting materials: BrC1=CC(=C(C=C1C)O)[N+](=O)[O-] (4-Bromo-5-methyl-2-nitro-phenol), CC(C)O (2-propanol), C1(=CC=CC=C1)P(C1=CC=CC=C1)C1=CC=CC=C1 (triphenylphosphine). Run in C1CCOC1 (THF). Yields the product BrC1=C(C=C(C(=C1)[N+](=O)[O-])OC(C)C)C (1-Bromo-4-isopropoxy-2-methyl-5-nitro-benzene). As a reaction SMILES: [Br:1][C:2]1[C:7]([CH3:8])=[CH:6][C:5]([OH:9])=[C:4]([N+:10]([O-:12])=[O:11])[CH:3]=1.[CH3:13][CH:14](O)[CH3:15].C1(P(C2C=CC=CC=2)C2C=CC=CC=2)C=CC=CC=1>C1COCC1>[Br:1][C:2]1[CH:3]=[C:4]([N+:10]([O-:12])=[O:11])[C:5]([O:9][CH:14]([CH3:15])[CH3:13])=[CH:6][C:7]=1[CH3:8]. Procedure: To a mixture of 4-Bromo-5-methyl-2-nitro-phenol from the previous step (0.66 g, 2.84 mmol), 2-propanol (0.262 mL), and triphenylphosphine (894 mg) in 10 mL THF is added diisopropyl asodicarboxylate (0.671 mL) at 22° C. The reaction mixture is concentrated in vacuo. The residue is purified using a SiO2 column (ISCO), affording 1-Bromo-4-isopropoxy-2-methyl-5-nitro-benzene as a bright yellow solid. Reactants: ClC1=NC2=CC=CC=C2C(=C1[N+](=O)[O-])NCC1CCOCC1 (2-chloro-3-nitro-N-(tetrahydro-2H-pyran-4-ylmethyl)quinolin-4-amine), S(=O)(=O)([O-])[O-].[Mg+2] (magnesium sulfate). Run at time 4 hour. The product is ClC1=NC2=CC=CC=C2C(=C1N)NCC1CCOCC1 (2-Chloro-N4-(tetrahydro-2H-pyran-4-ylmethyl)quinoline-3,4-diamine). The yield is 85.7%. Reaction SMILES: [Cl:1][C:2]1[C:11]([N+:12]([O-])=O)=[C:10]([NH:15][CH2:16][CH:17]2[CH2:22][CH2:21][O:20][CH2:19][CH2:18]2)[C:9]2[C:4](=[CH:5][CH:6]=[CH:7][CH:8]=2)[N:3]=1.S([O-])([O-])(=O)=O.[Mg+2]>>[Cl:1][C:2]1[C:11]([NH2:12])=[C:10]([NH:15][CH2:16][CH:17]2[CH2:22][CH2:21][O:20][CH2:19][CH2:18]2)[C:9]2[C:4](=[CH:5][CH:6]=[CH:7][CH:8]=2)[N:3]=1 |f:1.2|. Reported procedure: The method of Part B of Example 1 was used to hydrogenate 2-chloro-3-nitro-N-(tetrahydro-2H-pyran-4-ylmethyl)quinolin-4-amine (7 g, 20 mmol) with the modifications that the reaction was stopped after four hours, and magnesium sulfate was added to the mixture before filtration. 2-Chloro-N4-(tetrahydro-2H-pyran-4-ylmethyl)quinoline-3,4-diamine (5 g) was isolated as a sticky, amber solid.